From a dataset of the Open Reaction Database (ORD), a public repository of structured organic reaction records. describe an organic reaction: reactants, conditions, products, and yield Reactants: Br (HBr), BrBr (bromine), ClC1CC2C(C(=O)OC2=O)C=C1 (4-chlorotetrahydrophthalic anhydride), BrBr (bromine), ClCl (chlorine), ClCl (chlorine), ClC1CC2C(C(=O)OC2=O)C=C1 (4-chlorotetrahydrophthalic anhydride), ClCl (chlorine), BrBr (bromine). Solvent: ClC1=CC=CC=C1 (monochlorobenzene). Reaction conditions: temperature 105 celsius. Yields the product ClC=1C=C2C(C(=O)OC2=O)=CC1 (4-chlorophthalic anhydride). The yield is 86.0%. RXN SMILES: [Cl:1][CH:2]1[CH:12]=[CH:11][CH:5]2[C:6]([O:8][C:9](=[O:10])[CH:4]2[CH2:3]1)=[O:7].BrBr.ClCl.Br>ClC1C=CC=CC=1>[Cl:1][C:2]1[CH:3]=[C:4]2[C:9](=[O:10])[O:8][C:6](=[O:7])[C:5]2=[CH:11][CH:12]=1. Procedure: A mixture of 93 g (0.5 moles) of 4-chlorotetrahydrophthalic anhydride and 30 g of monochlorobenzene was heated and maintained at 105° C. TO 135° C. while 80 g (0.5 moles) of bromine was added over a three hour period. Simultaneously, chlorine gas (0.5 moles) was added to the vapor space above the organic liquid. As the HBr off-gas from the reaction of bromine with 4-chlorotetrahydrophthalic anhydride exited, it contacted the chlorine gas and the resultant bromine was condensed back into the orga... Reaction SMILES: [CH2:1]([C:3]1[CH:4]=[N:5][CH:6]=[CH:7][C:8]=1[CH2:9][CH3:10])[CH3:2].[NH2-:11].[Na+]>>[NH2:11][C:4]1[C:3]([CH2:1][CH3:2])=[C:8]([CH2:9][CH3:10])[CH:7]=[CH:6][N:5]=1 |f:1.2|. Reported procedure: 2-Amino-3,4-diethylpyridine is prepared by reacting 40.5 g. 3,4-diethylpyridine with 11.7 g sodium amide at a temperature of 250° in the presence of paraffin oil. The so-formed 2-amino-3,4-diethylpyridine is purified by distillation and is substituted for the 2-amino-3,4-dimethylpyridine in Example 7 to obtain the named compound. The product is NC1=NC=CC(=C1CC)CC (2-Amino-3,4-diethylpyridine). The reactants are C(C)C=1C=NC=CC1CC (3,4-diethylpyridine), [NH2-].[Na+] (sodium amide), paraffin. Starting materials: BrC1=CC=C(C=N1)CO ((6-Bromopyridin-3-yl)methanol), S(=O)(Cl)Cl (thionyl chloride). Run at temperature -60 celsius, time 1 hour. The product is BrC1=NC=C(C=C1)CCl (2-Bromo-5-(chloromethyl)pyridine). Reaction SMILES: [Br:1][C:2]1[N:7]=[CH:6][C:5]([CH2:8]O)=[CH:4][CH:3]=1.S(Cl)([Cl:12])=O>>[Br:1][C:2]1[CH:3]=[CH:4][C:5]([CH2:8][Cl:12])=[CH:6][N:7]=1. Procedure: 3.69 g (19.7 mmol) of the compound from Example 4A are initially introduced into the reaction vessel under argon and 25 ml thionyl chloride are added dropwise at −60° C. (bath temperature). The mixture is stirred at −60° C. for 1 h. It is concentrated at RT on a rotary evaporator, and 50 ml saturated sodium bicarbonate solution and 50 ml ethyl acetate are added to the residue. The aqueous phase is extracted with ethyl acetate (four times with 25 ml each time). The combined organic phases are dri... Starting materials: O=C=NS(=O)(=O)c1ccccc1C1=CCCC1, C1CN2CCN1CC2, ClCCl, COc1cc(C)nc(N)n1. Product: COc1cc(C)nc(NC(=O)NS(=O)(=O)c2ccccc2C2=CCCC2)n1. Reaction SMILES: [C:19]1([c:24]2[c:25]([S:30](=[O:31])(=[O:32])[N:33]=[C:34]=[O:35])[cH:26][cH:27][cH:28][cH:29]2)=[CH:20][CH2:21][CH2:22][CH2:23]1.[CH2:11]1[N:12]2[CH2:13][CH2:14][N:15]([CH2:16][CH2:17]2)[CH2:18]1.[CH2:36]([Cl:37])[Cl:38].[NH2:1][c:2]1[n:3][c:4]([CH3:10])[cH:5][c:6]([O:8][CH3:9])[n:7]1>>[NH:1]([c:2]1[n:3][c:4]([CH3:10])[cH:5][c:6]([O:8][CH3:9])[n:7]1)[C:34]([NH:33][S:30]([c:25]1[c:24]([C:19]2=[CH:20][CH2:21][CH2:22][CH2:23]2)[cH:29][cH:28][cH:27][cH:26]1)(=[O:31])=[O:32])=[O:35]. Starting materials: C(C)(=O)OCC (Ethyl acetate), [Si](C)(C)(C(C)(C)C)OCCCCCCCC#CC1C(CSC2=CC(=CC=C12)OC)(C)C1=CC=C(C=C1)OC (4-[9-(t-butyldimethylsilyloxy)-1-nonynyl]-7-methoxy-3-(4-methoxyphenyl)-3-methylthiochroman), O1CCCC1 (tetrahydrofuran). The reagents and catalysts are [Pd] (Pd-C). Solvent: CO (methanol). Reaction conditions: time 1 day. Product: [Si](C)(C)(C(C)(C)C)OCCCCCCCCCC1C(CSC2=CC(=CC=C12)OC)(C)C1=CC=C(C=C1)OC (4-[9-(t-butyldimethylsilyloxy)nonyl]-7-methoxy-3-(4-methoxyphenyl)-3-methylthiochroman). Isolated yield 82.8%. RXN SMILES: [Si:1]([O:8][CH2:9][CH2:10][CH2:11][CH2:12][CH2:13][CH2:14][CH2:15][C:16]#[C:17][CH:18]1[C:27]2[C:22](=[CH:23][C:24]([O:28][CH3:29])=[CH:25][CH:26]=2)[S:21][CH2:20][C:19]1([C:31]1[CH:36]=[CH:35][C:34]([O:37][CH3:38])=[CH:33][CH:32]=1)[CH3:30])([C:4]([CH3:7])([CH3:6])[CH3:5])([CH3:3])[CH3:2].O1CCCC1.C(OCC)(=O)C>CO.[Pd]>[Si:1]([O:8][CH2:9][CH2:10][CH2:11][CH2:12][CH2:13][CH2:14][CH2:15][CH2:16][CH2:17][CH:18]1[C:27]2[C:22](=[CH:23][C:24]([O:28][CH3:29])=[CH:25][CH:26]=2)[S:21][CH2:20][C:19]1([C:31]1[CH:36]=[CH:35][C:34]([O:37][CH3:38])=[CH:33][CH:32]=1)[CH3:30])([C:4]([CH3:7])([CH3:6])[CH3:5])([CH3:2])[CH3:3]. Reported procedure: To a solution of 4-[9-(t-butyldimethylsilyloxy)-1-nonynyl]-7-methoxy-3-(4-methoxyphenyl)-3-methylthiochroman (2.64 g, 4.77 mmol) in methanol (150 ml) and tetrahydrofuran (15 mg) was added 10% Pd-C (850 mg), which was then stirred at room temperature under hydrogen (atmospheric pressure) for 1 day. Ethyl acetate was added to the reaction solution. The resulting solution was filtered, extracted several times with ethyl acetate, and concentrated under reduced pressure to remove the organic solvent....